Dataset: the Open Reaction Database (ORD), a public repository of structured organic reaction records. Task: describe an organic reaction: reactants, conditions, products, and yield Reactants: C1CCOC1, COC(=O)CCc1ccc(Oc2ncnc3oc(-c4ccccc4)c(-c4ccc(OC)cc4)c23)cc1, Cl, [Na+], [OH-]. The product is COc1ccc(-c2c(-c3ccccc3)oc3ncnc(Oc4ccc(CCC(=O)O)cc4)c23)cc1. As a reaction SMILES: [CH2:40]1[O:41][CH2:42][CH2:43][CH2:44]1.[CH3:1][O:2][C:3]([CH2:4][CH2:5][c:6]1[cH:7][cH:8][c:9]([O:12][c:13]2[c:14]3[c:15]([n:16][cH:17][n:18]2)[o:19][c:20](-[c:30]2[cH:31][cH:32][cH:33][cH:34][cH:35]2)[c:21]3-[c:22]2[cH:23][cH:24][c:25]([O:28][CH3:29])[cH:26][cH:27]2)[cH:10][cH:11]1)=[O:36].[ClH:39].[Na+:38].[OH-:37]>>[O:2]=[C:3]([CH2:4][CH2:5][c:6]1[cH:7][cH:8][c:9]([O:12][c:13]2[c:14]3[c:15]([n:16][cH:17][n:18]2)[o:19][c:20](-[c:30]2[cH:31][cH:32][cH:33][cH:34][cH:35]2)[c:21]3-[c:22]2[cH:23][cH:24][c:25]([O:28][CH3:29])[cH:26][cH:27]2)[cH:10][cH:11]1)[OH:36]. Reactants: ester, alcohol, C(CCCCCCC=CCC=CCCCCCCCC)(=O)O (8,11-eicosadienoic acid), C(CCCCCCC=CCC=CCCCCCCCC)(=O)OC (methyl 8,11-eicosadienoate). The product is C(CCCCCCC\C=C/CCCCCCCC)(=O)O (oleic acid), C(CCCCCCC\C=C/C\C=C/CCCCC)(=O)O (linoleic acid), fatty acids. RXN SMILES: [C:1]([OH:22])(=[O:21])[CH2:2][CH2:3][CH2:4][CH2:5][CH2:6][CH2:7][CH:8]=[CH:9][CH2:10][CH:11]=[CH:12][CH2:13][CH2:14][CH2:15][CH2:16][CH2:17][CH2:18]CC.[C:23]([O:44]C)(=[O:43])[CH2:24][CH2:25][CH2:26][CH2:27][CH2:28][CH2:29][CH:30]=[CH:31][CH2:32][CH:33]=[CH:34][CH2:35][CH2:36][CH2:37][CH2:38][CH2:39][CH2:40]CC>>[C:1]([OH:22])(=[O:21])[CH2:2][CH2:3][CH2:4][CH2:5][CH2:6][CH2:7][CH2:8]/[CH:9]=[CH:10]\[CH2:11][CH2:12][CH2:13][CH2:14][CH2:15][CH2:16][CH2:17][CH3:18].[C:23]([OH:44])(=[O:43])[CH2:24][CH2:25][CH2:26][CH2:27][CH2:28][CH2:29][CH2:30]/[CH:31]=[CH:32]\[CH2:33]/[CH:34]=[CH:35]\[CH2:36][CH2:37][CH2:38][CH2:39][CH3:40]. Procedure details: The lipid thus obtained contains 8,11-eicosadienoic acid as a component of the lipid such as fat. Although 8,11-eicosadienoic can be directly isolated, preferably it is isolated as an ester with a lower alcohol, for example, as methyl 8,11-eicosadienoate. The esterification accelerates the separation of the target fatty acid from other lipid components, and from other fatty acids produced during the culturing, such as parmitic acid, oleic acid and linoleic acid (these fatty acids are also esteri... Reactants: CS(N)(=O)=O, CCn1nc2c(N)nc3ccccc3c2c1CCCCCl, [H-], [I-], [Na+], [Na+], CN(C)C=O, O. Product: CCn1nc2c(N)nc3ccccc3c2c1CCCCNS(C)(=O)=O. As a reaction SMILES: [CH3:1][S:2](=[O:3])(=[O:4])[NH2:5].[Cl:8][CH2:9][CH2:10][CH2:11][CH2:12][c:13]1[n:14]([CH2:27][CH3:28])[n:15][c:16]2[c:17]([NH2:26])[n:18][c:19]3[cH:20][cH:21][cH:22][cH:23][c:24]3[c:25]12.[H-:6].[I-:30].[Na+:29].[Na+:7].[O:31]=[CH:32][N:33]([CH3:34])[CH3:35].[OH2:36]>>[CH3:1][S:2](=[O:3])(=[O:4])[NH:5][CH2:9][CH2:10][CH2:11][CH2:12][c:13]1[n:14]([CH2:27][CH3:28])[n:15][c:16]2[c:17]([NH2:26])[n:18][c:19]3[cH:20][cH:21][cH:22][cH:23][c:24]3[c:25]12. The reactants are C(C)(=O)O[C@@H]1C[C@@H]2CC[C@H]3[C@@H]4C[C@H]([C@H]([C@@]4(C)CC[C@@H]3[C@]2(CC1)C)N)O (17α-amino-5α-androstane-3β,16α-diol 3-acetate), [OH-].[Na+] (sodium hydroxide). Run in C(C)O (ethanol). Yields the product N[C@H]1[C@]2(C)[C@@H](C[C@H]1O)[C@@H]1CC[C@H]3C[C@H](CC[C@]3(C)[C@H]1CC2)O (17α-amino-5α-androstane-3β,16α-diol). Yield: 80.5%. Reaction SMILES: C([O:4][C@H:5]1[CH2:22][CH2:21][C@@:20]2([CH3:23])[C@@H:7]([CH2:8][CH2:9][C@@H:10]3[C@@H:19]2[CH2:18][CH2:17][C@@:15]2([CH3:16])[C@H:11]3[CH2:12][C@@H:13]([OH:25])[C@H:14]2[NH2:24])[CH2:6]1)(=O)C.[OH-].[Na+]>C(O)C>[NH2:24][C@@H:14]1[C@H:13]([OH:25])[CH2:12][C@H:11]2[C@H:10]3[C@H:19]([CH2:18][CH2:17][C@:15]12[CH3:16])[C@:20]1([CH3:23])[C@H:7]([CH2:6][C@@H:5]([OH:4])[CH2:22][CH2:21]1)[CH2:8][CH2:9]3 |f:1.2|. Procedure: Hydrolysis of 17α-amino-5α-androstane-3β,16α-diol 3-acetate (4.8 g) with sodium hydroxide (4 N) and ethanol at reflux temperature gave 17α-amino-5α-androstane-3β,16α-diol (3.4 g). Crystallisation from ethanol yielded an analytical sample, m.p. 220°-225° C.